Dataset: the Open Reaction Database (ORD), a public repository of structured organic reaction records. Task: describe an organic reaction: reactants, conditions, products, and yield Reactants: ClC1=C(C=CC(=C1)Cl)C(C(C)(N1N=CN=C1)[Se]C1=CC=CC=C1)=O (2',4'-Dichloro-2-phenylselenenyl-2-(1H-1,2,4-triazol-1-yl)propiophenone), ClC1=CC(=CC=C1)C(=O)OO (m-chloroperbenzoic acid), C([O-])(O)=O.[Na+] (sodium bicarbonate), S(=O)([O-])[O-].[Na+].[Na+] (sodium sulphite). Run in C(Cl)Cl (methylene chloride). Yields the product ClC1=C(C=CC(=C1)Cl)C(C(=C)N1N=CN=C1)=O (2',4'-Dichloro-2-(1H-1,2,4-triazol-1-yl)prop-2-enophenone). The yield is 74.0%. As a reaction SMILES: [Cl:1][C:2]1[CH:7]=[C:6]([Cl:8])[CH:5]=[CH:4][C:3]=1[C:9](=[O:24])[C:10]([Se]C1C=CC=CC=1)([N:12]1[CH:16]=[N:15][CH:14]=[N:13]1)[CH3:11].ClC1C=CC=C(C(OO)=O)C=1.C(=O)(O)[O-].[Na+].S([O-])([O-])=O.[Na+].[Na+]>C(Cl)Cl>[Cl:1][C:2]1[CH:7]=[C:6]([Cl:8])[CH:5]=[CH:4][C:3]=1[C:9](=[O:24])[C:10]([N:12]1[CH:16]=[N:15][CH:14]=[N:13]1)=[CH2:11] |f:2.3,4.5.6|. Procedure: To a solution of the product of Part (B) (0.42 g, 1.0 mMole) in methylene chloride (5 ml) at -72° was added m-chloroperbenzoic acid (0.32 g, 1.5 mMole) in three equal portions over a twelve minute period. Two hours later the mixture, at -70°, was poured into an aqueous solution of saturated sodium bicarbonate and sodium sulphite (20 ml) with vigorous stirring. The organic layer was separated, washed with saturated sodium bicarbonate (3×5 ml) and water (3×5 ml), and dried over anhydrous sodium su...